Dataset: the Open Reaction Database (ORD), a public repository of structured organic reaction records. Task: describe an organic reaction: reactants, conditions, products, and yield The reactants are C(C1=CC=CC=C1)NC(=O)N1[C@H](C(=O)N2[C@@H](CCC2)C(COC2=CC=CC=C2)O)CCC1 ((2S)-1-(N-Benzylaminocarbonyl-L-prolyl)-2-(1-hydroxy-2-phenoxyethyl)pyrrolidine), CS(=O)C.C1CCC(CC1)N=C=NC2CCCCC2 (DMSO DCC). Yields the product C(C1=CC=CC=C1)NC(=O)N1[C@H](C(=O)N2[C@@H](CCC2)C(COC2=CC=CC=C2)=O)CCC1 ((2S)-1-(N-Benzylaminocarbonyl-L-prolyl)-2-(phenoxyacetyl)-pyrrolidine). The yield is 53.8%. Reaction SMILES: [CH2:1]([NH:8][C:9]([N:11]1[CH2:32][CH2:31][CH2:30][C@H:12]1[C:13]([N:15]1[CH2:19][CH2:18][CH2:17][C@H:16]1[CH:20]([OH:29])[CH2:21][O:22][C:23]1[CH:28]=[CH:27][CH:26]=[CH:25][CH:24]=1)=[O:14])=[O:10])[C:2]1[CH:7]=[CH:6][CH:5]=[CH:4][CH:3]=1.CS(C)=O.C1CCC(N=C=NC2CCCCC2)CC1>>[CH2:1]([NH:8][C:9]([N:11]1[CH2:32][CH2:31][CH2:30][C@H:12]1[C:13]([N:15]1[CH2:19][CH2:18][CH2:17][C@H:16]1[C:20](=[O:29])[CH2:21][O:22][C:23]1[CH:28]=[CH:27][CH:26]=[CH:25][CH:24]=1)=[O:14])=[O:10])[C:2]1[CH:3]=[CH:4][CH:5]=[CH:6][CH:7]=1 |f:1.2|. Reported procedure: (2S)-1-(N-Benzylaminocarbonyl-L-prolyl)-2-(1-hydroxy-2-phenoxyethyl)pyrrolidine (798 mg) was subjected to DMSO-DCC oxidation as in Example 1D), followed by recrystallization from ethyl acetate-hexane to give 427 mg of the title compound (See Table 6). Reactants: N[C@]12[C@@H]([C@H]3CC[C@@H]4[C@]5(CC=C(C([C@@H]5CC[C@]4([C@@]3(CC1)C)C)(C)C)C1=CC=C(C(=O)OC)C=C1)C)[C@@H](CC2)C(=C)C (methyl 4-((1R,3aS,5aR,5bR,7aR,11aS,11bR,13aR,13bR)-3a-amino-5a,5b,8,8,11a-pentamethyl-1-(prop-1-en-2-yl)-2,3,3a,4,5,5a,5b,6,7,7a,8,11,11a,11b,12,13,13a,13b-octadecahydro-1H-cyclopenta[a]chrysen-9-yl)benzoate), CN(CCC(=O)N[C@]12[C@@H]([C@H]3CC[C@@H]4[C@]5(CC=C(C([C@@H]5CC[C@]4([C@@]3(CC1)C)C)(C)C)C1=CC=C(C(=O)O)C=C1)C)[C@@H](CC2)C(=C)C)C (4-((1R,3aS,5aR,5bR,7aR,11aS,11bR,13aR,13bR)-3a-(3-(dimethylamino)propanamido)-5a,5b,8,8,11a-pentamethyl-1-(prop-1-en-2-yl)-2,3,3a,4,5,5a,5b,6,7,7a,8,11,11a,11b,12,13,13a,13b-octadecahydro-1H-cyclopenta[a]chrysen-9-yl)benzoic acid), C(C)(C)(C)OC(=O)N[C@@H]1C(N(CC1)CC(=O)O)=O ((S)-2-(3-(tert-butoxycarbonylamino)-2-oxopyrrolidin-1-yl)acetic acid). Yields the product C(C)(C)(C)OC(=O)N[C@@H]1C(N(CC1)CC(=O)N[C@]12[C@@H]([C@H]3CC[C@@H]4[C@]5(CC=C(C([C@@H]5CC[C@]4([C@@]3(CC1)C)C)(C)C)C1=CC=C(C(=O)O)C=C1)C)[C@@H](CC2)C(=C)C)=O (4-((1R,3aS,5aR,5bR,7aR,11aS,11bR,13aR,13bR)-3a-(2-((S)-3-(tert-butoxycarbonylamino)-2-oxopyrrolidin-1-yl)acetamido)-5a,5b,8,8,11a-pentamethyl-1-(prop-1-en-2-yl)-2,3,3a,4,5,5a,5b,6,7,7a,8,11,11a,11b,12,13,13a,13b-octadecahydro-1H-cyclopenta[a]chrysen-9-yl)benzoic acid). Isolated yield 34.0%. Reaction SMILES: [NH2:1][C@:2]12[CH2:37][CH2:36][C@@H:35]([C:38]([CH3:40])=[CH2:39])[C@@H:3]1[C@@H:4]1[C@@:17]([CH3:20])([CH2:18][CH2:19]2)[C@@:16]2([CH3:21])[C@@H:7]([C@:8]3([CH3:34])[C@@H:13]([CH2:14][CH2:15]2)[C:12]([CH3:23])([CH3:22])[C:11]([C:24]2[CH:33]=[CH:32][C:27]([C:28]([O:30]C)=[O:29])=[CH:26][CH:25]=2)=[CH:10][CH2:9]3)[CH2:6][CH2:5]1.CN(C)CCC(N[C@]12CC[C@@H](C(C)=C)[C@@H]1[C@@H]1[C@@](C)(CC2)[C@@]2(C)[C@@H]([C@]3(C)[C@@H](CC2)C(C)(C)C(C2C=CC(C(O)=O)=CC=2)=CC3)CC1)=O.[C:87]([O:91][C:92]([NH:94][C@H:95]1[CH2:99][CH2:98][N:97]([CH2:100][C:101]([OH:103])=O)[C:96]1=[O:104])=[O:93])([CH3:90])([CH3:89])[CH3:88]>>[C:87]([O:91][C:92]([NH:94][C@H:95]1[CH2:99][CH2:98][N:97]([CH2:100][C:101]([NH:1][C@:2]23[CH2:37][CH2:36][C@@H:35]([C:38]([CH3:40])=[CH2:39])[C@@H:3]2[C@@H:4]2[C@@:17]([CH3:20])([CH2:18][CH2:19]3)[C@@:16]3([CH3:21])[C@@H:7]([C@:8]4([CH3:34])[C@@H:13]([CH2:14][CH2:15]3)[C:12]([CH3:23])([CH3:22])[C:11]([C:24]3[CH:25]=[CH:26][C:27]([C:28]([OH:30])=[O:29])=[CH:32][CH:33]=3)=[CH:10][CH2:9]4)[CH2:6][CH2:5]2)=[O:103])[C:96]1=[O:104])=[O:93])([CH3:88])([CH3:89])[CH3:90]. Reported procedure: The title compound was prepared in 34% yield from methyl 4-((1R,3aS,5aR,5bR,7aR,11aS,11bR,13aR,13bR)-3a-amino-5a,5b,8,8,11a-pentamethyl-1-(prop-1-en-2-yl)-2,3,3a,4,5,5a,5b,6,7,7a,8,11,11a,11b,12,13,13a,13b-octadecahydro-1H-cyclopenta[a]chrysen-9-yl)benzoate following the same procedure as described for the preparation of 4-((1R,3aS,5aR,5bR,7aR,11aS,11bR,13aR,13bR)-3a-(3-(dimethylamino)propanamido)-5a,5b,8,8,11a-pentamethyl-1-(prop-1-en-2-yl)-2,3,3a,4,5,5a,5b,6,7,7a,8,11,11a,11b,12,13,13a,13b-oct... Reactants: CC(=O)C1=C(C=CC(=C1)OCC(F)(F)F)OCC(F)(F)F (2,5-bis(2,2,2-trifluoroethoxy)acetophenone), C1(=CC=C(C=C1)C=O)C (p-tolualdehyde), CO (methanol), [OH-].[Na+] (NaOH). Solvent: C(C)(=O)OCC (ethyl acetate). The product is FC(COC1=C(C=C(C=C1)OCC(F)(F)F)C(C=CC1=CC=C(C=C1)C)=O)(F)F (1-[2,5-Bis(2,2,2-trifluoroethoxy)phenyl]-3-(4-methylphenyl)-2-propen-1-one), solid. Yield: 12.2%. RXN SMILES: [CH3:1][C:2]([C:4]1[CH:9]=[C:8]([O:10][CH2:11][C:12]([F:15])([F:14])[F:13])[CH:7]=[CH:6][C:5]=1[O:16][CH2:17][C:18]([F:21])([F:20])[F:19])=[O:3].[C:22]1([CH3:30])[CH:27]=[CH:26][C:25]([CH:28]=O)=[CH:24][CH:23]=1.CO.[OH-].[Na+]>C(OCC)(=O)C>[F:21][C:18]([F:19])([F:20])[CH2:17][O:16][C:5]1[CH:6]=[CH:7][C:8]([O:10][CH2:11][C:12]([F:13])([F:14])[F:15])=[CH:9][C:4]=1[C:2](=[O:3])[CH:1]=[CH:30][C:22]1[CH:27]=[CH:26][C:25]([CH3:28])=[CH:24][CH:23]=1 |f:3.4|. Procedure details: The title compound was prepared by heating a mixture of 2,5-bis(2,2,2-trifluoroethoxy)acetophenone (200 mg, 0.633 mmol), p-tolualdehyde (75 ul, 0.633 mmol), methanol (5 ml) and NaOH (200 ul, 10M) for 24 h. The mixture was cooled to room temperature, diluted with ethyl acetate (100 ml), wash with water and saturated aqueous NaCl, dried over anhydrous sodium sulfate and then concentrated in vacuo. The residue was purified by column chromatography using hexane:ethyl acetate (4:1) to give a yellow s... Reactants: Cc1ccc(COc2ccc(C=O)cc2)cc1, CC1=CN=C(C=C1)N, [C-]#[N+]C1CCCCC1. The reagents and catalysts are O=C(O)C(F)(F)F (trifluoroacetic acid). Run in CC(C)O (isopropyl alcohol), CC(C)O (isopropylalcohol). Reaction conditions: temperature 22 celsius, time 20 hour. Yields the product Cc1ccc(COc2ccc(cc2)c2c(NC3CCCCC3)n3cc(C)ccc3n2)cc1. Yield: 0.9%. RXN SMILES: CC1=CC=C(N)N=C1.[C-]#[N+]C1CCCCC1.CC1=CC=C(COC2=CC=C(C=O)C=C2)C=C1>>CC1=CC=C(COC2=CC=C(C=C2)C2=C(NC3CCCCC3)N3C=C(C)C=CC3=N2)C=C1. Starting materials: C=CCOC(=O)NCC(CNC(=O)OCC=C)C1=C(C(=O)OCC=C)N2C(=O)C(C(C)O[Si](C)(C)C(C)(C)C)C2C1, CC(=O)O, CCCC[N+](CCCC)(CCCC)CCCC, CCOC(C)=O, [F-], C1CCOC1, O. Yields the product C=CCOC(=O)NCC(CNC(=O)OCC=C)C1=C(C(=O)OCC=C)N2C(=O)C(C(C)O)C2C1. RXN SMILES: [CH2:1]([CH:2]=[CH2:3])[O:4][C:5](=[O:6])[NH:7][CH2:8][CH:9]([CH2:10][NH:11][C:12](=[O:13])[O:14][CH2:15][CH:16]=[CH2:17])[C:18]1=[C:19]([C:36](=[O:37])[O:38][CH2:39][CH:40]=[CH2:41])[N:20]2[C:21](=[O:35])[CH:22]([CH:25]([CH3:26])[O:27][Si:28]([C:29]([CH3:30])([CH3:31])[CH3:32])([CH3:33])[CH3:34])[CH:23]2[CH2:24]1.[CH3:42][C:43](=[O:44])[OH:45].[CH3:47][CH2:48][CH2:49][CH2:50][N+:51]([CH2:52][CH2:53][CH2:54][CH3:55])([CH2:56][CH2:57][CH2:58][CH3:59])[CH2:60][CH2:61][CH2:62][CH3:63].[CH3:64][CH2:65][O:66][C:67](=[O:68])[CH3:69].[F-:46].[O:70]1[CH2:71][CH2:72][CH2:73][CH2:74]1.[OH2:75]>>[CH2:1]([CH:2]=[CH2:3])[O:4][C:5](=[O:6])[NH:7][CH2:8][CH:9]([CH2:10][NH:11][C:12](=[O:13])[O:14][CH2:15][CH:16]=[CH2:17])[C:18]1=[C:19]([C:36](=[O:37])[O:38][CH2:39][CH:40]=[CH2:41])[N:20]2[C:21](=[O:35])[CH:22]([CH:25]([CH3:26])[OH:27])[CH:23]2[CH2:24]1.